Dataset: the Open Reaction Database (ORD), a public repository of structured organic reaction records. Task: describe an organic reaction: reactants, conditions, products, and yield Reactants: C(C)(=O)NC=1C(=C(C=CC1SC1=CC=C(C=C1)F)[N+](=O)[O-])Cl (3-Acetamido-2-chloro-4-(4-fluorophenylsulphanyl)nitrobenzene), ferric chloride hexahydrate, O (Water), C([O-])([O-])=O.[Na+].[Na+] (sodium carbonate), O (water). The reagents and catalysts are [Zn] (zinc). Solvent: CN(C)C=O (DMF). Conditions: temperature 100 celsius, time 8 hour. Yields the product C(C)(=O)NC=1C(=C(N)C=CC1SC1=CC=C(C=C1)F)Cl (3-Acetamido-2-chloro-4-(4-fluorophenylsulphanyl)aniline). Yield: 95.4%. Reaction SMILES: [C:1]([NH:4][C:5]1[C:6]([Cl:22])=[C:7]([N+:19]([O-])=O)[CH:8]=[CH:9][C:10]=1[S:11][C:12]1[CH:17]=[CH:16][C:15]([F:18])=[CH:14][CH:13]=1)(=[O:3])[CH3:2].O.C(=O)([O-])[O-].[Na+].[Na+]>CN(C=O)C.[Zn]>[C:1]([NH:4][C:5]1[C:6]([Cl:22])=[C:7]([CH:8]=[CH:9][C:10]=1[S:11][C:12]1[CH:17]=[CH:16][C:15]([F:18])=[CH:14][CH:13]=1)[NH2:19])(=[O:3])[CH3:2] |f:2.3.4|. Reported procedure: A mixture of 3-acetamido-2-chloro-4-(4-fluorophenylsulphanyl)nitrobenzene (Method 15) (0.1 g), ferric chloride hexahydrate (0.238 g) and zinc dust (0.192 g in DMF (1 ml) and water (1 ml) was stirred and heated (oil bath 100° C.) for 1 hour then cooled. Water (15 ml) was added and the mixture was basified to pH 11 with saturated aqueous sodium carbonate solution (3 ml) then extracted with DCM (3×15 ml). The extracts were washed with brine then dried. Volatile material was removed by evaporation a...